Dataset: the Open Reaction Database (ORD), a public repository of structured organic reaction records. Task: describe an organic reaction: reactants, conditions, products, and yield The reactants are CCOC(C)=O, CO, O=[N+]([O-])c1ccccc1Nc1ccc(F)c(F)c1. Product: Nc1ccccc1Nc1ccc(F)c(F)c1. RXN SMILES: [C:21]([O:22][CH2:23][CH3:24])(=[O:25])[CH3:26].[CH3:19][OH:20].[F:1][c:2]1[cH:3][c:4]([NH:5][c:6]2[c:7]([N+:12]([O-:13])=[O:14])[cH:8][cH:9][cH:10][cH:11]2)[cH:15][cH:16][c:17]1[F:18]>>[F:1][c:2]1[cH:3][c:4]([NH:5][c:6]2[c:7]([NH2:12])[cH:8][cH:9][cH:10][cH:11]2)[cH:15][cH:16][c:17]1[F:18]. Reagents/catalysts: CN(C)C=1C=CN=CC1 (DMAP). The yield is 68.9%. Reaction SMILES: [OH:1][CH2:2][C@@H:3]([NH:12][C:13]1[C:22]2[C:17](=[CH:18][CH:19]=[CH:20][CH:21]=2)[N:16]=[CH:15][C:14]=1[N+:23]([O-:25])=[O:24])[CH2:4][C:5]1[CH:10]=[CH:9][C:8]([OH:11])=[CH:7][CH:6]=1.[Si:26](Cl)([C:29]([CH3:32])([CH3:31])[CH3:30])([CH3:28])[CH3:27]>N1C=CC=CC=1.CN(C1C=CN=CC=1)C>[Si:26]([O:1][CH2:2][C@@H:3]([NH:12][C:13]1[C:22]2[C:17](=[CH:18][CH:19]=[CH:20][CH:21]=2)[N:16]=[CH:15][C:14]=1[N+:23]([O-:25])=[O:24])[CH2:4][C:5]1[CH:10]=[CH:9][C:8]([O:11][Si:26]([C:29]([CH3:32])([CH3:31])[CH3:30])([CH3:28])[CH3:27])=[CH:7][CH:6]=1)([C:29]([CH3:32])([CH3:31])[CH3:30])([CH3:28])[CH3:27]. Product: [Si](C)(C)(C(C)(C)C)OC[C@H](CC1=CC=C(C=C1)O[Si](C)(C)C(C)(C)C)NC1=C(C=NC2=CC=CC=C12)[N+](=O)[O-] (N-[(1S)-2-{[tert-butyl(dimethyl)silyl]oxy}-1-(4-{[tert-butyl(dimethyl)silyl]oxy}benzyl)ethyl]-3-nitroquinolin-4-amine). Starting materials: OC[C@H](CC1=CC=C(C=C1)O)NC1=C(C=NC2=CC=CC=C12)[N+](=O)[O-] (4-{(2S)-3-Hydroxy-2-[(3-nitroquinolin-4-yl)amino]propyl}phenol), [Si](C)(C)(C(C)(C)C)Cl (tert-butyldimethylsilyl chloride). Conditions: temperature 40 celsius, time 2.5 day. Reported procedure: 4-{(2S)-3-Hydroxy-2-[(3-nitroquinolin-4-yl)amino]propyl}phenol (21.69 g, 64.5 mmol) was dissolved in 100 mL of dry pyridine and treated with tert-butyldimethylsilyl chloride (22.4 g, 148 mmol) and a catalytic amount of DMAP (0.79 g, 6.45 mmol). The reaction mixture was stirred under N2 and heated to 40° C. After 2.5 days, the reaction mixture was concentrated under reduced pressure. The resulting orange residue was partitioned between 200 mL of ethyl acetate and 200 mL of H2O. The layers were se... Run in N1=CC=CC=C1 (pyridine). Run in CO (methanol). Yields the product ClC1=CC=C(C=C1)C1=NOC2=C1C=CC(=C2)OC(C(=O)O)CC (2-{[3-(4-chlorophenyl)-1,2-benzisoxazol-6-yl]oxy}butyric acid). Reported procedure: A solution of 3.6 g of ethyl-2-{[3-(4-chlorophenyl)-1,2-benzisoxazol-6-yl]oxy}butyrate, 30 ml of 15% sodium hydroxide solution and 30 ml of methanol, is stirred under reflux for 3 hr. The methanol is evaporated and the solution is poured into dilute hydrochloric acid/ice affording a flocculate precipitate. The precipitate is collected, dried in vacuo and recrystallized from toluene to afford 2-{[3-(4-chlorophenyl)-1,2-benzisoxazol-6-yl]oxy}butyric acid, mp 144° C. The reactants are C(C)OC(C(CC)OC1=CC2=C(C(=NO2)C2=CC=C(C=C2)Cl)C=C1)=O (ethyl-2-{[3-(4-chlorophenyl)-1,2-benzisoxazol-6-yl]oxy}butyrate), [OH-].[Na+] (sodium hydroxide). Reaction SMILES: C([O:3][C:4](=[O:25])[CH:5]([O:8][C:9]1[CH:24]=[CH:23][C:12]2[C:13]([C:16]3[CH:21]=[CH:20][C:19]([Cl:22])=[CH:18][CH:17]=3)=[N:14][O:15][C:11]=2[CH:10]=1)[CH2:6][CH3:7])C.[OH-].[Na+]>CO>[Cl:22][C:19]1[CH:18]=[CH:17][C:16]([C:13]2[C:12]3[CH:23]=[CH:24][C:9]([O:8][CH:5]([CH2:6][CH3:7])[C:4]([OH:25])=[O:3])=[CH:10][C:11]=3[O:15][N:14]=2)=[CH:21][CH:20]=1 |f:1.2|. Starting materials: C(C1=CC=CC=C1)OC[C@H]1C[C@@H]2[C@@](NO[C@H]2C)(CO1)C1=C(C=C(C=C1)F)F ((3S,3aR,5R,7aS)-5-[(benzyloxy)methyl]-7a-(2,4-difluorophenyl)-3-methyl hexahydro-1H-pyrano[3,4-c][1,2]oxazole), N[C@@]1([C@@H](C[C@@H](OC1)COCC1=CC=CC=C1)CO)C1=C(C=C(C=C1)F)F ([(2R,4R,5S)-5-amino-2-[(benzyloxy)methyl]-5-(2,4-difluorophenyl)tetrahydro-2H-pyran-4-yl]methanol). Yields the product N[C@@]1([C@@H](C[C@@H](OC1)COCC1=CC=CC=C1)[C@H](C)O)C1=C(C=C(C=C1)F)F ((1 S)-1-[(2R,4R,5S)-5-amino-2-[(benzyloxy)methyl]-5-(2,4-difluorophenyl)tetrahydro-2H-pyran-4-yl]ethanol). RXN SMILES: [CH2:1]([O:8][CH2:9][C@@H:10]1[O:19][CH2:18][C@:13]2([C:20]3[CH:25]=[CH:24][C:23]([F:26])=[CH:22][C:21]=3[F:27])[NH:14][O:15][C@@H:16]([CH3:17])[C@@H:12]2[CH2:11]1)[C:2]1[CH:7]=[CH:6][CH:5]=[CH:4][CH:3]=1.N[C@@]1(C2C=CC(F)=CC=2F)CO[C@@H](COCC2C=CC=CC=2)C[C@H]1CO>>[NH2:14][C@@:13]1([C:20]2[CH:25]=[CH:24][C:23]([F:26])=[CH:22][C:21]=2[F:27])[CH2:18][O:19][C@@H:10]([CH2:9][O:8][CH2:1][C:2]2[CH:3]=[CH:4][CH:5]=[CH:6][CH:7]=2)[CH2:11][C@H:12]1[C@@H:16]([OH:15])[CH3:17]. Procedure details: The product, obtained as a yellow oil, was prepared from (3S,3aR,5R,7aS)-5-[(benzyloxy)methyl]-7a-(2,4-difluorophenyl)-3-methyl hexahydro-1H-pyrano[3,4-c][1,2]oxazole (C18) according to the general procedure for the synthesis of [(2R,4R,5S)-5-amino-2-[(benzyloxy)methyl]-5-(2,4-difluorophenyl)tetrahydro-2H-pyran-4-yl]methanol (C6) in Preparation P1. Yield: 13.96 g, 37.00 mmol, 98%. LCMS m/z 378.2 [M+H+]. 1H NMR (400 MHz, CDCl3), characteristic peaks: δ 7.65-7.78 (br m, 1H), 7.27-7.40 (m, 5H), 6.9... Reactants: CCOc1cc(C(C)(C)C)ncc1C1=NC(C)(c2ccc(Cl)cc2)C(C)(c2ccc(Cl)cc2)N1C(=O)N1CCN(CC(=O)O)CC1, NCc1ccncc1. Product: CCOc1cc(C(C)(C)C)ncc1C1=NC(C)(c2ccc(Cl)cc2)C(C)(c2ccc(Cl)cc2)N1C(=O)N1CCN(CC(=O)NCc2ccncc2)CC1. As a reaction SMILES: [C:1]([CH3:2])([CH3:3])([CH3:4])[c:5]1[cH:6][c:7]([O:44][CH2:45][CH3:46])[c:8]([C:11]2=[N:15][C:14]([CH3:16])([c:17]3[cH:18][cH:19][c:20]([Cl:23])[cH:21][cH:22]3)[C:13]([CH3:24])([c:25]3[cH:26][cH:27][c:28]([Cl:31])[cH:29][cH:30]3)[N:12]2[C:32](=[O:33])[N:34]2[CH2:35][CH2:36][N:37]([CH2:40][C:41](=[O:42])[OH:43])[CH2:38][CH2:39]2)[cH:9][n:10]1.[NH2:47][CH2:48][c:49]1[cH:50][cH:51][n:52][cH:53][cH:54]1>>[C:1]([CH3:2])([CH3:3])([CH3:4])[c:5]1[cH:6][c:7]([O:44][CH2:45][CH3:46])[c:8]([C:11]2=[N:15][C:14]([CH3:16])([c:17]3[cH:18][cH:19][c:20]([Cl:23])[cH:21][cH:22]3)[C:13]([CH3:24])([c:25]3[cH:26][cH:27][c:28]([Cl:31])[cH:29][cH:30]3)[N:12]2[C:32](=[O:33])[N:34]2[CH2:35][CH2:36][N:37]([CH2:40][C:41](=[O:43])[NH:47][CH2:48][c:49]3[cH:50][cH:51][n:52][cH:53][cH:54]3)[CH2:38][CH2:39]2)[cH:9][n:10]1. Starting materials: COCC1(COC)CN(Cc2ccccc2)CCO1, CO, Cl, [OH-], [OH-], [Pd+2]. Product: Cl, COCC1(COC)CNCCO1. Reaction SMILES: [CH2:1]([c:2]1[cH:3][cH:4][cH:5][cH:6][cH:7]1)[N:8]1[CH2:9][C:10]([CH2:14][O:15][CH3:16])([CH2:17][O:18][CH3:19])[O:11][CH2:12][CH2:13]1.[CH3:21][OH:22].[ClH:20].[OH-:23].[OH-:25].[Pd+2:24]>>[ClH:20].[NH:8]1[CH2:9][C:10]([CH2:14][O:15][CH3:16])([CH2:17][O:18][CH3:19])[O:11][CH2:12][CH2:13]1. Starting materials: C(C)O (ethanol), C(C)(=O)O[C@@H]1CC2=CC[C@H]3[C@@H]4CC(=C([C@@]4(C)CC[C@@H]3[C@]2(CC1)C)NC(C)=O)C (17-acetamido-16-methyl-5,16-androstadien-3β-ol acetate), C(C)O (ethanol), [H][H].[Pd] (H2 Pd/C). Reagents/catalysts: [Pd] (palladium on carbon). Product: [Pd] (Pd), C(C[C@H]1CC[C@H]2[C@@H]3CCC4CCCC[C@]4(C)[C@H]3CC[C@]12C)O (pregnanol). Yield: 5.0%. Reaction SMILES: C(O[C@H:5]1[CH2:22][CH2:21][C@@:20]2([CH3:23])[C:7](=[CH:8][CH2:9][C@@H:10]3[C@@H:19]2[CH2:18][CH2:17][C@@:15]2([CH3:16])[C@H:11]3[CH2:12][C:13](C)=[C:14]2NC(=O)C)[CH2:6]1)(=O)C.[H][H].[Pd:31].[CH2:32]([OH:34])[CH3:33]>[Pd]>[Pd:31].[CH2:32]([OH:34])[CH2:33][C@@H:14]1[C@:15]2([CH3:16])[C@H:11]([C@H:10]3[C@H:19]([CH2:18][CH2:17]2)[C@:20]2([CH3:23])[CH:7]([CH2:6][CH2:5][CH2:22][CH2:21]2)[CH2:8][CH2:9]3)[CH2:12][CH2:13]1 |f:1.2|. Procedure details: Using the procedure of Hershberg, et al JACS 73, 5073 (1951), 4 can be prepared. More specifically, selective hydrogenation of 17αethinyl-5-androsten-17β-ol (1) in pyridine with 5% palladium on Calcium Carbonate affords the vinyl carbinol (2) in high yield. Reduction of 2 in ethanol with 5% palladium on carbon gives the ethyl carbinol 3 without reducing the 5, 6-double bond. Alternatively, 3 can be prepared directly from 1 using H2 /Pd/C. Exhaustive Catalytic hydrogenation of 3 in ethanol with 5... As a reaction SMILES: [C:1]([N:2]=[P:3]1([N:4]([CH2:5][CH3:6])[CH2:7][CH3:8])[N:9]([CH3:10])[CH2:11][CH2:12][CH2:13][N:14]1[CH3:15])([CH3:16])([CH3:17])[CH3:18].[CH2:52]1[O:53][CH2:54][CH2:55][CH2:56]1.[CH3:41][O:42][c:43]1[cH:44][c:45]([OH:51])[cH:46][c:47]([O:49][CH3:50])[cH:48]1.[c:19]1(-[n:25]2[n:26][cH:27][c:28]3[cH:29][c:30]([C:34]4([C:37]([F:38])([F:39])[F:40])[O:35][CH2:36]4)[cH:31][cH:32][c:33]23)[cH:20][cH:21][cH:22][cH:23][cH:24]1>>[c:19]1(-[n:25]2[n:26][cH:27][c:28]3[cH:29][c:30]([C:34]([OH:35])([CH2:36][O:51][c:45]4[cH:44][c:43]([O:42][CH3:41])[cH:48][c:47]([O:49][CH3:50])[cH:46]4)[C:37]([F:38])([F:39])[F:40])[cH:31][cH:32][c:33]23)[cH:20][cH:21][cH:22][cH:23][cH:24]1. Product: COc1cc(OC)cc(OCC(O)(c2ccc3c(cnn3-c3ccccc3)c2)C(F)(F)F)c1. Starting materials: CCN(CC)P1(=NC(C)(C)C)N(C)CCCN1C, C1CCOC1, COc1cc(O)cc(OC)c1, FC(F)(F)C1(c2ccc3c(cnn3-c3ccccc3)c2)CO1.